Dataset: the Open Reaction Database (ORD), a public repository of structured organic reaction records. Task: describe an organic reaction: reactants, conditions, products, and yield The reactants are COC(=O)C1N(CC1)CC1=CC=CC=C1 (N-Benzylazetidine-2-carboxylic acid methyl ester), COC(C)(C)C (t-butyl methyl ether). Solvent: O (water). Reaction conditions: temperature 40 celsius, time 14 hour. Product: C(C1=CC=CC=C1)N1C(CC1)C(=O)O (N-benzylazetidine-2-carboxylic acid). Reaction SMILES: C[O:2][C:3]([CH:5]1[CH2:8][CH2:7][N:6]1[CH2:9][C:10]1[CH:15]=[CH:14][CH:13]=[CH:12][CH:11]=1)=[O:4].COC(C)(C)C>O>[CH2:9]([N:6]1[CH2:7][CH2:8][CH:5]1[C:3]([OH:4])=[O:2])[C:10]1[CH:11]=[CH:12][CH:13]=[CH:14][CH:15]=1. Reported procedure: 21.02 g of N-Benzylazetidine-2-carboxylic acid methyl ester, 592 g of t-butyl methyl ether and 40 g of water are mixed at 20 to 25° C. and then 1.41 g of enzyme (Chirazyme L-2) was added thereto and the resulting solution was heated to 40° C. and stirred for 14 hours. Settled solution was separated into an aqueous phase and an organic phase. The aqueous phase was washed twice with t-butyl methyl ether to yield an aqueous solution of optically active N-benzylazetidine-2-carboxylic acid and a comb... Reactants: BrC1=CC=C(C=C1)CC#N (2-(4-bromophenyl) ethanenitrile), CO.O (methanol water), Cl.ON (hydroxyamine hydrochloride), C([O-])([O-])=O.[Na+].[Na+] (sodium carbonate). The solvent is C(C)(=O)OCC (ethyl acetate). Run at temperature 60 celsius, time 5 hour. Yields the product BrC1=CC=C(C=C1)CC(=NO)N (2-(4-bromophenyl)-1-(hydroxyimino)ethylamine). RXN SMILES: [Br:1][C:2]1[CH:7]=[CH:6][C:5]([CH2:8][C:9]#[N:10])=[CH:4][CH:3]=1.CO.[OH2:13].Cl.O[NH2:16].C(=O)([O-])[O-].[Na+].[Na+]>C(OCC)(=O)C>[Br:1][C:2]1[CH:7]=[CH:6][C:5]([CH2:8][C:9]([NH2:16])=[N:10][OH:13])=[CH:4][CH:3]=1 |f:1.2,3.4,5.6.7|. Procedure details: To a stirring solution of 2-(4-bromophenyl) ethanenitrile in methanol/water (1 eq/1 eq, 0.1 M) was added hydroxyamine hydrochloride (2.1 eq) and sodium carbonate (2.0 eq). The reaction was stirred at 60° C. for 5 hrs. The reaction was diluted with ethyl acetate and separated. The organic layer was washed with 10% hydochloric acid and separated. The aqueous layer was neutrized with 10% sodium carbonate and extracted with ethyl acetate. The organic layer was dried with magnesium sulfate, filtered ... Procedure: 0.21 g of imidazole predissolved in 10 cm3 of dimethylformamide is added to a solution of 0.085 g of sodium hydride in 20 cm3 of dimethylformamide. After the sodium hydride has disappeared, a solution of 1 g of tert-butyl N-[(4RS)-4-(p-toluenesulfonyloxymethyl)-4,5-dihydro-2-thiazolyl]carbamate in 10 cm3 of dimethylformamide is added and the mixture is then stirred at a temperature in the region of 70° C. for 3 hours. The reaction medium is diluted with ethyl acetate, washed with water, dried ov... The solvent is CN(C=O)C (dimethylformamide), C(C)(=O)OCC (ethyl acetate), CN(C=O)C (dimethylformamide), CN(C=O)C (dimethylformamide). RXN SMILES: [NH:1]1[CH:5]=[CH:4][N:3]=[CH:2]1.[H-].[Na+].C1(C)C=CC(S(O[CH2:18][CH:19]2[CH2:23][S:22][C:21]([NH:24][C:25](=[O:31])[O:26][C:27]([CH3:30])([CH3:29])[CH3:28])=[N:20]2)(=O)=O)=CC=1>CN(C)C=O.C(OCC)(=O)C>[NH:1]1[CH:5]=[CH:4][N:3]=[C:2]1[CH2:18][CH:19]1[CH2:23][S:22][C:21]([NH:24][C:25](=[O:31])[O:26][C:27]([CH3:30])([CH3:29])[CH3:28])=[N:20]1 |f:1.2|. Yield: 34.2%. The reactants are [H-].[Na+] (sodium hydride), N1C=NC=C1 (imidazole), C1(=CC=C(C=C1)S(=O)(=O)OCC1N=C(SC1)NC(OC(C)(C)C)=O)C (tert-butyl N-[(4RS)-4-(p-toluenesulfonyloxymethyl)-4,5-dihydro-2-thiazolyl]carbamate), [H-].[Na+] (sodium hydride). Run at temperature 70 celsius, time 3 hour. Product: N1C(=NC=C1)CC1N=C(SC1)NC(OC(C)(C)C)=O (tert-butyl N-[(4RS)-4-(1-imidazolylmethyl)-4,5-dihydro-2-thiazolyl]carbamate).